From a dataset of the Open Reaction Database (ORD), a public repository of structured organic reaction records. describe an organic reaction: reactants, conditions, products, and yield Reactants: FC1=C(C=CC(=C1)CN=C=O)N1CCCC1 (1-[2-fluoro-4-(isocyanatomethyl)phenyl]pyrrolidine), CN1N=CC=2C(=CC=CC12)N (1-methyl-1H-indazol-4-amine), N1N=CC=2C(=CC=CC12)N (1H-indazol-4-amine). Yields the product FC=1C=C(CNC(=O)NC2=C3C=NN(C3=CC=C2)C)C=CC1N1CCCC1 (3-fluoro-4-(1-pyrrolidinyl)benzyl —N′-(1-methyl-1H-indazol-4-yl)urea). Reaction SMILES: [F:1][C:2]1[CH:7]=[C:6]([CH2:8][N:9]=[C:10]=[O:11])[CH:5]=[CH:4][C:3]=1[N:12]1[CH2:16][CH2:15][CH2:14][CH2:13]1.[CH3:17][N:18]1[C:26]2[CH:25]=[CH:24][CH:23]=[C:22]([NH2:27])[C:21]=2[CH:20]=[N:19]1.N1C2C=CC=C(N)C=2C=N1>>[F:1][C:2]1[CH:7]=[C:6]([CH:5]=[CH:4][C:3]=1[N:12]1[CH2:16][CH2:15][CH2:14][CH2:13]1)[CH2:8][NH:9][C:10]([NH:27][C:22]1[CH:23]=[CH:24][CH:25]=[C:26]2[C:21]=1[CH:20]=[N:19][N:18]2[CH3:17])=[O:11]. Procedure details: The title compound was prepared using the procedure described in Example 89B using 1-[2-fluoro-4-(isocyanatomethyl)phenyl]pyrrolidine and 1-methyl-1H-indazol-4-amine instead of 1-bromo-4-(isocyanatomethyl)benzene and the product from Example 89A. NMR (DMSO-d6) δ 8.98 (s, 1H), 8.18 (s, 1H), 7.63 (d, 1H), 7.12 (t, 1H), 7.10 (m, 2H), 7.01 (m, 2H), 6.75 (t, 1H), 4.22 (s, 2H), 3.99 (s, 3H), 3.30 (m, 4H), 1.89 (m, 4H); MS (ESI) (M+H)+368.